This data is from the Open Reaction Database (ORD), a public repository of structured organic reaction records. The task is: describe an organic reaction: reactants, conditions, products, and yield Reactants: CCO, [H][H], CC(C)C(c1ccc(N)c([N+](=O)[O-])c1)n1ccnc1. Yields the product CC(C)C(c1ccc(N)c(N)c1)n1ccnc1. RXN SMILES: [CH3:22][CH2:23][OH:24].[H:20][H:21].[n:1]1([CH:6]([CH:7]([CH3:8])[CH3:9])[c:10]2[cH:11][c:12]([N+:17]([O-:18])=[O:19])[c:13]([NH2:16])[cH:14][cH:15]2)[cH:2][n:3][cH:4][cH:5]1>>[n:1]1([CH:6]([CH:7]([CH3:8])[CH3:9])[c:10]2[cH:11][c:12]([NH2:17])[c:13]([NH2:16])[cH:14][cH:15]2)[cH:2][n:3][cH:4][cH:5]1.